Task: describe an organic reaction: reactants, conditions, products, and yield. Dataset: the Open Reaction Database (ORD), a public repository of structured organic reaction records Yields the product NC=1C2=C(N=CN1)N(C=CC2=O)C(C)C=2C(=C(C(=C(C2)Cl)C#N)C=2C=CC(=NC2)C(=O)N(C)C)OCC (5-{3-[1-(4-amino-5-oxopyrido[2,3-d]pyrimidin-8(5H)-yl)ethyl]-5-chloro-6-cyano-2-ethoxyphenyl}-N,N-dimethylpyridine-2-carboxamide). Isolated yield 24.1%. Run at temperature 100 celsius. As a reaction SMILES: [NH2:1][C:2]1[C:3]2[C:11](=[O:12])[CH:10]=[CH:9][N:8]([CH:13]([C:15]3[CH:22]=[C:21]([Cl:23])[C:18]([C:19]#[N:20])=[C:17](Br)[C:16]=3[O:25][CH2:26][CH3:27])[CH3:14])[C:4]=2[N:5]=[CH:6][N:7]=1.[CH3:28][N:29]([CH3:41])[C:30]([C:32]1[N:37]=[CH:36][C:35](B(O)O)=[CH:34][CH:33]=1)=[O:31].C(#N)C.C(=O)([O-])[O-].[Na+].[Na+].O.ClCCl>>[NH2:1][C:2]1[C:3]2[C:11](=[O:12])[CH:10]=[CH:9][N:8]([CH:13]([C:15]3[C:16]([O:25][CH2:26][CH3:27])=[C:17]([C:35]4[CH:34]=[CH:33][C:32]([C:30]([N:29]([CH3:41])[CH3:28])=[O:31])=[N:37][CH:36]=4)[C:18]([C:19]#[N:20])=[C:21]([Cl:23])[CH:22]=3)[CH3:14])[C:4]=2[N:5]=[CH:6][N:7]=1 |f:3.4.5|. Reactants: NC=1C2=C(N=CN1)N(C=CC2=O)C(C)C2=C(C(=C(C#N)C(=C2)Cl)Br)OCC (4-[1-(4-amino-5-oxopyrido[2,3-d]pyrimidin-8(5H)-yl)ethyl]-2-bromo-6-chloro-3-ethoxybenzonitrile), CN(C(=O)C1=CC=C(C=N1)B(O)O)C ({6-[(dimethylamino)carbonyl]pyridin-3-yl}boronic acid), C(C)#N (acetonitrile), C([O-])([O-])=O.[Na+].[Na+] (sodium carbonate), O (water), ClCCl (dichloromethane). Procedure details: To a mixture of 4-[1-(4-amino-5-oxopyrido[2,3-d]pyrimidin-8(5H)-yl)ethyl]-2-bromo-6-chloro-3-ethoxybenzonitrile (20 mg, 0.04 mmol) and {6-[(dimethylamino)carbonyl]pyridin-3-yl}boronic acid (13 mg, 0.069 mmol) in acetonitrile (2 mL, 40 mmol) was added sodium carbonate (10 mg, 0.09 mmol) in water (0.5 mL, 30 mmol). The reaction was degassed with bubbling nitrogen. [1,1′-bis(diphenylphosphino)ferrocene]dichloropalladium(II) complex with dichloromethane (1:1) (2 mg, 0.002 mmol) was added and degasse... Reactants: [BH4-], CCOCCOc1cc(C)c(-c2cccc(C=O)c2)c(C)c1, COCCOC, [Cl-], [NH4+], [Na+], C1CCOC1. Product: CCOCCOc1cc(C)c(-c2cccc(CO)c2)c(C)c1. As a reaction SMILES: [BH4-:23].[CH2:1]([CH3:2])[O:3][CH2:4][CH2:5][O:6][c:7]1[cH:8][c:9]([CH3:22])[c:10](-[c:14]2[cH:15][c:16]([CH:20]=[O:21])[cH:17][cH:18][cH:19]2)[c:11]([CH3:13])[cH:12]1.[CH3:27][O:28][CH2:29][CH2:30][O:31][CH3:32].[Cl-:25].[NH4+:26].[Na+:24].[O:33]1[CH2:34][CH2:35][CH2:36][CH2:37]1>>[CH2:1]([CH3:2])[O:3][CH2:4][CH2:5][O:6][c:7]1[cH:8][c:9]([CH3:22])[c:10](-[c:14]2[cH:15][c:16]([CH2:20][OH:21])[cH:17][cH:18][cH:19]2)[c:11]([CH3:13])[cH:12]1. Conditions: temperature 150 celsius. Solvent: O (Water), C1(=CC=CC=C1)C (toluene). Product: ClC=1C=C(C=CC1)S(=O)(=O)NC1=C2C(=NC(=C1)C)SC(=C2C2=CC(=CC=C2)N(C)C)C (3-Chloro-N-{3-[3-(dimethylamino)phenyl]-2,6-dimethylthieno[2,3-b]pyridin-4-yl}-benzenesulfonamide). Yield: 36.1%. RXN SMILES: Br[C:2]1[C:10]2[C:5](=[N:6][C:7]([CH3:22])=[CH:8][C:9]=2[NH:11][S:12]([C:15]2[CH:20]=[CH:19][CH:18]=[C:17]([Cl:21])[CH:16]=2)(=[O:14])=[O:13])[S:4][C:3]=1[CH3:23].[CH3:24][N:25]([CH3:35])[C:26]1[CH:27]=[C:28](B(O)O)[CH:29]=[CH:30][CH:31]=1.C(Cl)Cl.C([O-])([O-])=O.[Cs+].[Cs+]>C1(C)C=CC=CC=1.C1C=CC(P(C2C=CC=CC=2)[C-]2C=CC=C2)=CC=1.C1C=CC(P(C2C=CC=CC=2)[C-]2C=CC=C2)=CC=1.Cl[Pd]Cl.[Fe+2].O>[Cl:21][C:17]1[CH:16]=[C:15]([S:12]([NH:11][C:9]2[CH:8]=[C:7]([CH3:22])[N:6]=[C:5]3[S:4][C:3]([CH3:23])=[C:2]([C:30]4[CH:29]=[CH:28][CH:27]=[C:26]([N:25]([CH3:35])[CH3:24])[CH:31]=4)[C:10]=23)(=[O:14])=[O:13])[CH:20]=[CH:19][CH:18]=1 |f:3.4.5,7.8.9.10|. Reported procedure: Under nitrogen, N-(3-bromo-2,6-dimethylthieno[2,3-b]pyridin-4-yl)-3-chlorobenzenesulfonamide (100 mg, 0.232 mmol) (Example 61) was dissolved in toluene (2 mL) and [3-(dimethylamino)phenyl]boronic acid (57.3 mg, 0.347 mmol), PdCl2(dppf).DCM (18.91 mg, 0.023 mmol) and Cs2CO3 (226 mg, 0.695 mmol) were added and the mixture heated in a microwave at 150° C. for 30 min. Water (10 mL) was then added and the mixture extracted with ethyl acetate (3×10 mL). The organic layer was dried over MgSO4, filtered... Reactants: CN(C=1C=C(C=CC1)B(O)O)C ([3-(dimethylamino)phenyl]boronic acid), BrC1=C(SC2=NC(=CC(=C21)NS(=O)(=O)C2=CC(=CC=C2)Cl)C)C (N-(3-bromo-2,6-dimethylthieno[2,3-b]pyridin-4-yl)-3-chlorobenzenesulfonamide), C(Cl)Cl (DCM), C(=O)([O-])[O-].[Cs+].[Cs+] (Cs2CO3). Reagents/catalysts: C1=CC=C(C=C1)P([C-]2C=CC=C2)C3=CC=CC=C3.C1=CC=C(C=C1)P([C-]2C=CC=C2)C3=CC=CC=C3.Cl[Pd]Cl.[Fe+2] (PdCl2(dppf)). Reactants: CO, COC(=O)C(F)(c1cc(F)c(F)c(F)c1)S(=O)(=O)CCC(F)(F)F, N. The product is NC(=O)C(F)(c1cc(F)c(F)c(F)c1)S(=O)(=O)CCC(F)(F)F. RXN SMILES: [CH3:26][OH:27].[F:1][C:2]([C:3](=[O:4])[O:5][CH3:6])([S:7](=[O:8])(=[O:9])[CH2:10][CH2:11][C:12]([F:13])([F:14])[F:15])[c:16]1[cH:17][c:18]([F:24])[c:19]([F:23])[c:20]([F:22])[cH:21]1.[NH3:25]>>[F:1][C:2]([C:3](=[O:4])[NH2:25])([S:7](=[O:8])(=[O:9])[CH2:10][CH2:11][C:12]([F:13])([F:14])[F:15])[c:16]1[cH:17][c:18]([F:24])[c:19]([F:23])[c:20]([F:22])[cH:21]1. Product: CC(C)(C)OC(=O)Oc1ccc2c(C(CN(CCCCCCOCCCCc3ccc(N)cc3)C(=O)OC(C)(C)C)O[Si](C)(C)C(C)(C)C)ccc(OC(=O)OC(C)(C)C)c2n1. As a reaction SMILES: [C:1]([CH3:2])([CH3:3])([CH3:4])[O:5][C:6](=[O:7])[O:8][c:9]1[n:10][c:11]2[c:12]([O:57][C:58](=[O:59])[O:60][C:61]([CH3:62])([CH3:63])[CH3:64])[cH:13][cH:14][c:15]([CH:19]([CH2:20][N:21]([C:22]([O:23][C:24]([CH3:25])([CH3:26])[CH3:27])=[O:28])[CH2:29][CH2:30][CH2:31][CH2:32][CH2:33][CH2:34][O:35][CH2:36][CH2:37][CH2:38][CH2:39][c:40]3[cH:41][cH:42][c:43]([N+:46]([O-:47])=[O:48])[cH:44][cH:45]3)[O:49][Si:50]([CH3:51])([CH3:52])[C:53]([CH3:54])([CH3:55])[CH3:56])[c:16]2[cH:17][cH:18]1.[CH3:65][CH2:66][O:67][C:68](=[O:69])[CH3:70].[CH3:73][OH:74].[H:71][H:72]>>[C:1]([CH3:2])([CH3:3])([CH3:4])[O:5][C:6](=[O:7])[O:8][c:9]1[n:10][c:11]2[c:12]([O:57][C:58](=[O:59])[O:60][C:61]([CH3:62])([CH3:63])[CH3:64])[cH:13][cH:14][c:15]([CH:19]([CH2:20][N:21]([C:22]([O:23][C:24]([CH3:25])([CH3:26])[CH3:27])=[O:28])[CH2:29][CH2:30][CH2:31][CH2:32][CH2:33][CH2:34][O:35][CH2:36][CH2:37][CH2:38][CH2:39][c:40]3[cH:41][cH:42][c:43]([NH2:46])[cH:44][cH:45]3)[O:49][Si:50]([CH3:51])([CH3:52])[C:53]([CH3:54])([CH3:55])[CH3:56])[c:16]2[cH:17][cH:18]1. The reactants are CC(C)(C)OC(=O)Oc1ccc2c(C(CN(CCCCCCOCCCCc3ccc([N+](=O)[O-])cc3)C(=O)OC(C)(C)C)O[Si](C)(C)C(C)(C)C)ccc(OC(=O)OC(C)(C)C)c2n1, CCOC(C)=O, CO, [H][H]. Reactants: C(C)C(CC)NO (N-(1-ethylpropyl)hydroxylamine), C(C)C(CC)NO (N-(1-ethylpropyl)hydroxylamine), BrC1=CC=C(C=C1)N=C=O (4-bromophenyl isocyanate). The product is BrC1=CC=C(C=C1)NC(N(O)C(CC)CC)=O (3-(4-Bromophenyl)-1-(1-ethylpropyl)-1-hydroxyurea). RXN SMILES: [CH2:1]([CH:3]([NH:6][OH:7])[CH2:4][CH3:5])[CH3:2].[Br:8][C:9]1[CH:14]=[CH:13][C:12]([N:15]=[C:16]=[O:17])=[CH:11][CH:10]=1>>[Br:8][C:9]1[CH:14]=[CH:13][C:12]([NH:15][C:16](=[O:17])[N:6]([CH:3]([CH2:4][CH3:5])[CH2:1][CH3:2])[OH:7])=[CH:11][CH:10]=1. Procedure: Using the method of Compound 39 Part C, N-(1-ethylpropyl)hydroxylamine (2.6 g, 25 mmol) was reacted with 4-bromophenyl isocyanate (5 g, 25 mmol) to provide 2.1 g of the desired product as a solid, m.p. 129°-131° C. Analysis: Calculated for C12H17BrN2O2 : %C, 47.86; %H, 5.69; %N, 9.3; Found: %C, 47.79; %H, 5.54; %N, 9.25. The reactants are COc1ccc(CN)cc1, COC(=O)c1c(Cl)c2ccccc2[nH]c1=O, CN(C)C=O, O. The product is COC(=O)c1c(NCc2ccc(OC)cc2)c2ccccc2[nH]c1=O. Reaction SMILES: [CH3:17][O:18][c:19]1[cH:20][cH:21][c:22]([CH2:23][NH2:24])[cH:25][cH:26]1.[Cl:1][c:2]1[c:3]([C:13](=[O:14])[O:15][CH3:16])[c:4](=[O:12])[nH:5][c:6]2[cH:7][cH:8][cH:9][cH:10][c:11]12.[O:28]=[CH:29][N:30]([CH3:31])[CH3:32].[OH2:27]>>[c:2]1([NH:24][CH2:23][c:22]2[cH:21][cH:20][c:19]([O:18][CH3:17])[cH:26][cH:25]2)[c:3]([C:13](=[O:14])[O:15][CH3:16])[c:4](=[O:12])[nH:5][c:6]2[cH:7][cH:8][cH:9][cH:10][c:11]12. The reactants are OC=1C=C(C(C=CC2=CC=CC=C2)=O)C=CC1 (3'-hydroxychalcone), CNN (methyl hydrazine). The solvent is C(C)O (ethanol). Yields the product OC=1C=C(C=CC1)C1=NN(C(C1)C1=CC=CC=C1)C (3-(3-hydroxylphenyl)-1-methyl-5-phenyl-2-pyrazoline). Yield: 96.9%. RXN SMILES: [OH:1][C:2]1[CH:3]=[C:4]([CH:15]=[CH:16][CH:17]=1)[C:5](=O)[CH:6]=[CH:7][C:8]1[CH:13]=[CH:12][CH:11]=[CH:10][CH:9]=1.[CH3:18][NH:19][NH2:20]>C(O)C>[OH:1][C:2]1[CH:3]=[C:4]([C:5]2[CH2:6][CH:7]([C:8]3[CH:13]=[CH:12][CH:11]=[CH:10][CH:9]=3)[N:19]([CH3:18])[N:20]=2)[CH:15]=[CH:16][CH:17]=1. Reported procedure: To a 100 ml round bottom flask equipped with a magnetic stirrer and reflux condenser was charged 1.0 g (0.0045 moles) of 3'-hydroxychalcone, and 25 mls of absolute ethanol. To this solution was then added 0.21 g (0.0045 moles) of methyl hydrazine in one portion. The reaction was then heated to reflux for two hours, then cooled. The solvent was removed under reduced pressure to afford 1.1 g of 3-(3-hydroxylphenyl)-1-methyl-5-phenyl-2-pyrazoline as a thick brown oil in 97% yield